From a dataset of the Open Reaction Database (ORD), a public repository of structured organic reaction records. describe an organic reaction: reactants, conditions, products, and yield Starting materials: C1CCOC1, Cc1cc(C)c2nc(C)[nH]c2n1, CC(C)(C)OC(=O)N=NC(=O)OC(C)(C)C, CC(C#N)=C1c2ccccc2COc2cc(CO)ccc21, c1ccc(P(c2ccccc2)c2ccccc2)cc1. The product is CC(C#N)=C1c2ccccc2COc2cc(Cn3c(C)nc4c(C)cc(C)nc43)ccc21. As a reaction SMILES: [CH2:69]1[O:70][CH2:71][CH2:72][CH2:73]1.[CH3:22][c:23]1[n:24][c:25]2[c:26]([n:27][c:28]([CH3:32])[cH:29][c:30]2[CH3:31])[nH:33]1.[N:53]([C:54]([O:55][C:56]([CH3:57])([CH3:58])[CH3:59])=[O:60])=[N:61][C:62]([O:63][C:64]([CH3:65])([CH3:66])[CH3:67])=[O:68].[OH:1][CH2:2][c:3]1[cH:4][cH:5][c:6]2[c:7]([cH:21]1)[O:8][CH2:9][c:10]1[c:11]([cH:17][cH:18][cH:19][cH:20]1)[C:12]2=[C:13]([C:14]#[N:15])[CH3:16].[c:34]1([P:35]([c:36]2[cH:37][cH:38][cH:39][cH:40][cH:41]2)[c:42]2[cH:43][cH:44][cH:45][cH:46][cH:47]2)[cH:48][cH:49][cH:50][cH:51][cH:52]1>>[CH2:2]([c:3]1[cH:4][cH:5][c:6]2[c:7]([cH:21]1)[O:8][CH2:9][c:10]1[c:11]([cH:17][cH:18][cH:19][cH:20]1)[C:12]2=[C:13]([C:14]#[N:15])[CH3:16])[n:33]1[c:23]([CH3:22])[n:24][c:25]2[c:26]1[n:27][c:28]([CH3:32])[cH:29][c:30]2[CH3:31].